This data is from the Open Reaction Database (ORD), a public repository of structured organic reaction records. The task is: describe an organic reaction: reactants, conditions, products, and yield Starting materials: CC1(OCCO1)C=1C=C(CN2N=CC(=N2)N)C=CC1 (2-[3-(2-methyl-[1,3]dioxolan-2-yl)-benzyl]-2H-[1,2,3]triazol-4-ylamine), C1=CC=C(C(=C1)COC(=O)Cl)Cl (2-chlorobenzylchloroformate). Product: ClC1=C(COC(NC2=NN(N=C2)CC2=CC(=CC=C2)C(C)=O)=O)C=CC=C1 ([2-(3-Acetyl-benzyl)-2H-[1,2,3]triazol-4-yl]-carbamic acid 2-chloro-benzyl ester). RXN SMILES: [CH3:1][C:2]1([C:7]2[CH:8]=[C:9]([CH:17]=[CH:18][CH:19]=2)[CH2:10][N:11]2[N:15]=[C:14]([NH2:16])[CH:13]=[N:12]2)[O:6]CCO1.[CH:20]1[CH:25]=[C:24]([CH2:26][O:27][C:28](Cl)=[O:29])[C:23]([Cl:31])=[CH:22][CH:21]=1>>[Cl:31][C:23]1[CH:22]=[CH:21][CH:20]=[CH:25][C:24]=1[CH2:26][O:27][C:28](=[O:29])[NH:16][C:14]1[CH:13]=[N:12][N:11]([CH2:10][C:9]2[CH:17]=[CH:18][CH:19]=[C:7]([C:2](=[O:6])[CH3:1])[CH:8]=2)[N:15]=1. Procedure details: Following general procedure D (step 2) followed by B, starting from 2-[3-(2-methyl-[1,3]dioxolan-2-yl)-benzyl]-2H-[1,2,3]triazol-4-ylamine and 2-chlorobenzylchloroformate. Starting materials: [BH4-], COc1cc(N2CCC(N3CCN(C(C)=O)CC3)CC2)ccc1[N+](=O)[O-], C1CCOC1, CO, [Na+], Cl[Ni]Cl, O, O, O, O, O, O. Yields the product COc1cc(N2CCC(N3CCN(C(C)=O)CC3)CC2)ccc1N. As a reaction SMILES: [BH4-:1].[C:3]([CH3:4])(=[O:5])[N:6]1[CH2:7][CH2:8][N:9]([CH:12]2[CH2:13][CH2:14][N:15]([c:18]3[cH:19][c:20]([O:27][CH3:28])[c:21]([N+:24]([O-:25])=[O:26])[cH:22][cH:23]3)[CH2:16][CH2:17]2)[CH2:10][CH2:11]1.[CH2:40]1[O:41][CH2:42][CH2:43][CH2:44]1.[CH3:29][OH:30].[Na+:2].[Ni:37]([Cl:38])[Cl:39].[OH2:31].[OH2:32].[OH2:33].[OH2:34].[OH2:35].[OH2:36]>>[C:3]([CH3:4])(=[O:5])[N:6]1[CH2:7][CH2:8][N:9]([CH:12]2[CH2:13][CH2:14][N:15]([c:18]3[cH:19][c:20]([O:27][CH3:28])[c:21]([NH2:24])[cH:22][cH:23]3)[CH2:16][CH2:17]2)[CH2:10][CH2:11]1. Reaction SMILES: C(C1[O:5]C1)Cl.CN(C1C=CC(C(C2C=CC(N(C)C)=CC=2)=C2C=CC(=[N+](C)C)C=C2)=CC=1)C.[Cl-].ClCCCCCCCC.[CH3:44][CH2:45][CH2:46][CH2:47][O:48][CH2:49][CH2:50][O:51][CH2:52][CH2:53][O:54][CH2:55][CH2:56][OH:57]>[Br-].C([N+](CC)(CC)CC)C.C(O)(=O)C.O.C1(C)C=CC=CC=1>[CH3:44][CH2:45][CH2:46][CH2:47][O:48][CH2:49][CH2:50][O:51][CH2:52][CH2:53][O:54][CH2:55][CH2:56][OH:57].[OH2:5] |f:1.2,5.6,10.11|. Run in C(C)(=O)O (acetic acid), C(C)(=O)O (acetic acid), O (water), C1(=CC=CC=C1)C (toluene), C1(=CC=CC=C1)C (toluene). Reagents/catalysts: [Br-].C(C)[N+](CC)(CC)CC (tetraethylammonium bromide). Starting materials: C(Cl)C1CO1 (epichlorohydrin), epoxy, CN(C)C=1C=CC(=CC1)C(=C2C=CC(=[N+](C)C)C=C2)C=3C=CC(=CC3)N(C)C.[Cl-] (methyl violet), epoxide, CCCCOCCOCCOCCO (Butoxytriglycol), HClO4, sodium alkoxide, epoxy alkoxide, HClO4, ClCCCCCCCC (1-chlorooctane), C(Cl)C1CO1 (epichlorohydrin), epoxide. Conditions: temperature 55 celsius. Product: CCCCOCCOCCOCCO.O (BTG H2O). Procedure details: To a first 250 ml round bottom flask equipped with a stirrer, nitrogen inlet tube, and a distillation head were added 1 part of NP-(EO)150 -OH (surfactant) and 2 parts of toluene. To a second 250 ml round bottom flask equipped with a stirrer, nitrogen inlet tube, and a distillation head were added 1 part of NP-(EO)50 -OH (surfactant) and 2 parts of toluene. Both flasks were heated to azeotropically distill off the water with stirring +N2 sparge. After the water concentration in each flask was le... The reactants are C(C)(C)C1=C(C=CC=C1)C(C)C (diisopropylbenzene), OOO.C(C)(C)C1=CC(=CC=C1)C(C)C (m-diisopropylbenzene hydroxyhydroperoxide), O=O (oxygen), C(C)(C)C1=C(C=CC=C1)C(C)C.C(C)(C)C1=CC(=CC=C1)C(C)C (m-diisopropylbenzene diisopropylbenzene), C(C)(C)C1=C(C=CC=C1)C(C)C (o-diisopropylbenzene). Yields the product [O-]O.[O-]O.C(C)(C)C1=CC(=CC=C1)C(C)C (m-diisopropylbenzene dihydroperoxide). Yield: 92.8%. As a reaction SMILES: C(C1C=CC=CC=1C(C)C)(C)C.C(C1C=CC=CC=1C(C)C)(C)C.[CH:25]([C:28]1[CH:33]=[CH:32][CH:31]=[C:30]([CH:34]([CH3:36])[CH3:35])[CH:29]=1)([CH3:27])[CH3:26].[O:37]=[O:38].[OH:39][O:40]O.C(C1C=CC=C(C(C)C)C=1)(C)C>>[O-:39][OH:40].[O-:37][OH:38].[CH:34]([C:30]1[CH:31]=[CH:32][CH:33]=[C:28]([CH:25]([CH3:27])[CH3:26])[CH:29]=1)([CH3:36])[CH3:35] |f:1.2,4.5,6.7.8|. Procedure details: The objects of the present invention are achieved by a process in which diisopropylbenzene, comprised of m-diisopropylbenzene diisopropylbenzene and less than 6% o-diisopropylbenzene, is oxidized under anhydrous, non-alkaline conditions with oxygen or air at about 85° C.-95° C. in a continuous process. The hydroperoxidation method of the present invention produced a 92.8% yield of m-diisopropylbenzene dihydroperoxide (m-DHP) and m-diisopropylbenzene hydroxyhydroperoxide (m-HHP), of which approxi...